The task is: describe an organic reaction: reactants, conditions, products, and yield. This data is from the Open Reaction Database (ORD), a public repository of structured organic reaction records. Starting materials: C(C)(C)N(C(C)C)CC (N,N-diisopropylethylamine), CN(CC(CN)(C)C)C (N,N,2,2-tetramethyl-1,3-propanediamine), ClC=1C=C(C(=O)Cl)C=CC1[N+](=O)[O-] (3-chloro-4-nitro-benzoyl chloride), ClC=1C=C(C(=O)Cl)C=CC1[N+](=O)[O-] (3-chloro-4-nitro-benzoyl chloride). The solvent is C(Cl)Cl (DCM), C(Cl)Cl (DCM). Run at time 0.5 hour. The product is ClC=1C=C(C(=O)NCC(CN(C)C)(C)C)C=CC1[N+](=O)[O-] (3-chloro-N-(3-dimethylamino-2,2-dimethyl-propyl)-4-nitro-benzamide), 17171/2/1. Yield: 77.0%. As a reaction SMILES: [Cl:1][C:2]1[CH:3]=[C:4]([CH:8]=[CH:9][C:10]=1[N+:11]([O-:13])=[O:12])[C:5](Cl)=[O:6].C(N(CC)C(C)C)(C)C.[CH3:23][N:24]([CH3:31])[CH2:25][C:26]([CH3:30])([CH3:29])[CH2:27][NH2:28]>C(Cl)Cl>[Cl:1][C:2]1[CH:3]=[C:4]([CH:8]=[CH:9][C:10]=1[N+:11]([O-:13])=[O:12])[C:5]([NH:28][CH2:27][C:26]([CH3:30])([CH3:29])[CH2:25][N:24]([CH3:31])[CH3:23])=[O:6]. Reported procedure: 3-chloro-4-nitro-benzoyl chloride (Intermediate 54; 2.2 g, 10.00 mmol) was dissolved in DCM (20 mL) and N,N-diisopropylethylamine (2.095 mL, 12.00 mmol) added. The mixture was cooled in an ice/water bath and N,N,2,2-tetramethyl-1,3-propanediamine (3.652 mL, 10.00 mmol) in DCM (10 mL) added dropwise. The mixture was allowed to warm to room temperature and stirred for 0.5 h. The mixture was washed with brine, 2N NaOH (aq.), dried (MgSO4) and concentrated. Column chromatography of the residue (2% M... The reactants are ClC1=C(\C=C/2\C(C3=CC(=C(C=C3C2)N2CCOCC2)OC)=O)C=C(C=C1)C(F)(F)F ((E)-2-(2-chloro-5-(trifluoromethyl)benzylidene)-6-methoxy-5-morpholino-2, 3-dihydro-1H-inden-1-one). The reagents and catalysts are [Pd] (Pd/C). Solvent: CO (methanol). Reaction conditions: time 6 hour. The product is ClC1=C(CC2C(C3=CC(=C(C=C3C2)N2CCOCC2)OC)=O)C=C(C=C1)C(F)(F)F (2-(2-chloro-5-(trifluormethyl)benzyl)-6-methoxy-5-morpholino-2,3-dihydro-1H-inden-1-one). As a reaction SMILES: [Cl:1][C:2]1[CH:26]=[CH:25][C:24]([C:27]([F:30])([F:29])[F:28])=[CH:23][C:3]=1/[CH:4]=[C:5]1/[C:6](=[O:22])[C:7]2[C:12]([CH2:13]/1)=[CH:11][C:10]([N:14]1[CH2:19][CH2:18][O:17][CH2:16][CH2:15]1)=[C:9]([O:20][CH3:21])[CH:8]=2>CO.[Pd]>[Cl:1][C:2]1[CH:26]=[CH:25][C:24]([C:27]([F:30])([F:28])[F:29])=[CH:23][C:3]=1[CH2:4][CH:5]1[CH2:13][C:12]2[C:7](=[CH:8][C:9]([O:20][CH3:21])=[C:10]([N:14]3[CH2:19][CH2:18][O:17][CH2:16][CH2:15]3)[CH:11]=2)[C:6]1=[O:22]. Procedure details: The 157 (100 mg, 0.228 mmol) was dissolved in methanol and Pd/C (40 mg) added, the reaction stirred under hydrogen balloon for 6 h, filtered through celite bed and washed with excess methanol. The organic layer was concentrated to get the crude compound 158 which was purified by flash chromatography using 100-200 mesh silica gel. The compound was eluted at 10% ethyl acetate in hexane as half white coloured solid 2-(2-chloro-5-(trifluoromethyl)benzyl)-6-methoxy-5-morpholino-2,3-dihydro-1H-inden-1... Reactants: COC(=O)[C@H]1N(C[C@@H](C1)SCC1=CC=C(C=C1)OC)S(=O)(=O)C1=CC2=CC=CC=C2C=C1 ((2S,4R)-4-(4-Methoxy-benzylsulfanyl)-1-(naphthalene-2-sulfonyl)-pyrrolidine-2-carboxylic acid methyl ester), O.NN (hydrazine-hydrate). The solvent is CO (methanol). Run at time 3 day. The product is COC1=CC=C(CS[C@@H]2C[C@H](N(C2)S(=O)(=O)C2=CC3=CC=CC=C3C=C2)C(=O)NN)C=C1 ((2S,4R)-4-(4-Methoxy-benzylsulfanyl)-1-(naphthalene-2-sulfonyl)-pyrrolidine-2-carboxylic acid hydrazide). As a reaction SMILES: C[O:2][C:3]([C@@H:5]1[CH2:9][C@@H:8]([S:10][CH2:11][C:12]2[CH:17]=[CH:16][C:15]([O:18][CH3:19])=[CH:14][CH:13]=2)[CH2:7][N:6]1[S:20]([C:23]1[CH:32]=[CH:31][C:30]2[C:25](=[CH:26][CH:27]=[CH:28][CH:29]=2)[CH:24]=1)(=[O:22])=[O:21])=O.O.[NH2:34][NH2:35]>CO>[CH3:19][O:18][C:15]1[CH:16]=[CH:17][C:12]([CH2:11][S:10][C@H:8]2[CH2:7][N:6]([S:20]([C:23]3[CH:32]=[CH:31][C:30]4[C:25](=[CH:26][CH:27]=[CH:28][CH:29]=4)[CH:24]=3)(=[O:22])=[O:21])[C@H:5]([C:3]([NH:34][NH2:35])=[O:2])[CH2:9]2)=[CH:13][CH:14]=1 |f:1.2|. Reported procedure: (step 8) To a solution of 5 g (10.6 mmol, 1 eq) (2S,4R)-4-(4-Methoxy-benzylsulfanyl)-1-(naphthalene-2-sulfonyl)-pyrrolidine-2-carboxylic acid methyl ester in 20 ml methanol were added 6.45 ml (110 mmol, 10 eq) hydrazine-hydrate and the solution was stirred at RT for 3 days. The solvent was evaporated, followed by solving and evaporating with EtOH, ether and hexane. The light yellow solid was dried in vacuo giving (2S,4R)-4-(4-Methoxy-benzylsulfanyl)-1-(naphthalene-2-sulfonyl)-pyrrolidine-2-carbo...